describe an organic reaction: reactants, conditions, products, and yield From a dataset of the Open Reaction Database (ORD), a public repository of structured organic reaction records. The reactants are C(C)OC(CC1CNC(C=2N1C=C(C2)[N+](=O)[O-])=O)=O (ethyl(7-nitro-1-oxo-1,2,3,4-tetrahydropyrrolo[1,2-a]pyrazin-4-yl)acetate), Cl (hydrochloric acid). The reagents and catalysts are [Pd] (Pd—C). Solvent: C(C)O (ethanol). Product: Cl.C(C)OC(CC1CNC(C=2N1C=C(C2)N)=O)=O (ethyl(7-amino-1-oxo-1,2,3,4-tetrahydropyrrolo[1,2-a]pyrazin-4-yl)acetate hydrochloride). Isolated yield 97.4%. Reaction SMILES: [CH2:1]([O:3][C:4](=[O:19])[CH2:5][CH:6]1[N:11]2[CH:12]=[C:13]([N+:15]([O-])=O)[CH:14]=[C:10]2[C:9](=[O:18])[NH:8][CH2:7]1)[CH3:2].[ClH:20]>C(O)C.[Pd]>[ClH:20].[CH2:1]([O:3][C:4](=[O:19])[CH2:5][CH:6]1[N:11]2[CH:12]=[C:13]([NH2:15])[CH:14]=[C:10]2[C:9](=[O:18])[NH:8][CH2:7]1)[CH3:2] |f:4.5|. Reported procedure: To a solution of ethyl(7-nitro-1-oxo-1,2,3,4-tetrahydropyrrolo[1,2-a]pyrazin-4-yl)acetate (V, where R1=OCH2CH3) (0.55 g, 2.1 mmol) in ethanol 100% (20 mL) was added hydrochloric acid (4 M solution in 1,4-dioxane, 0.52 mL, 2.1 mmol). The reaction mixture was stirred at room temperature in the presence of Pd—C (10%) (0.11 g), under hydrogen atmosphere (50 psi). After 7 h the solid was filtered through celite (washed with ethanol) and the solvent evaporated under vacuum, to obtain compound ethyl(7-...